From a dataset of the Open Reaction Database (ORD), a public repository of structured organic reaction records. describe an organic reaction: reactants, conditions, products, and yield The reactants are C1(=CC=CC=C1)CC(C)=O (3-phenyl-2-propanone), OC=1C=C(C=O)C=C(C1O)[N+](=O)[O-] (3,4-dihydroxy-5-nitrobenzaldehyde), Cl (hydrogen chloride). Solvent: CC(C)O (2-propanol). Reaction conditions: time 4 hour. The product is OC=1C=C(C=C(C1O)[N+](=O)[O-])C=C(C(C)=O)C1=CC=CC=C1 (4-(3,4-Dihydroxy-5-nitrophenyl)-3-phenyl-3-buten-2-one). As a reaction SMILES: [C:1]1([CH2:7][C:8](=[O:10])[CH3:9])[CH:6]=[CH:5][CH:4]=[CH:3][CH:2]=1.[OH:11][C:12]1[CH:13]=[C:14]([CH:17]=[C:18]([N+:21]([O-:23])=[O:22])[C:19]=1[OH:20])[CH:15]=O.Cl>CC(O)C>[OH:11][C:12]1[CH:13]=[C:14]([CH:15]=[C:7]([C:1]2[CH:6]=[CH:5][CH:4]=[CH:3][CH:2]=2)[C:8](=[O:10])[CH3:9])[CH:17]=[C:18]([N+:21]([O-:23])=[O:22])[C:19]=1[OH:20]. Procedure details: A solution containing 2.68 g of 3-phenyl-2-propanone and 3.66 g of 3,4-dihydroxy-5-nitrobenzaldehyde in 80 ml of 2-propanol was saturated with hydrogen chloride gas at 20° C. The mixture was stirred for 4 h at room temperature, filtered and washed with 2-propanol. The product was recrystallized from methanol. Yield 1.34 g, mp 170°-176° C. Starting materials: Cc1cc(N)ccc1Br, CC(C)(C)OC(C)(C)C, CN(C)C=O, N#Cc1ccc(F)cc1, [K], O. Product: Cc1cc(Nc2ccc(C#N)cc2)ccc1Br. RXN SMILES: [Br:10][c:11]1[c:12]([CH3:18])[cH:13][c:14]([NH2:15])[cH:16][cH:17]1.[C:19]([O:20][C:21]([CH3:22])([CH3:23])[CH3:24])([CH3:25])([CH3:26])[CH3:27].[CH3:30][N:31]([CH3:32])[CH:33]=[O:34].[F:1][c:2]1[cH:3][cH:4][c:5]([C:6]#[N:7])[cH:8][cH:9]1.[K:28].[OH2:29]>>[c:2]1([NH:15][c:14]2[cH:13][c:12]([CH3:18])[c:11]([Br:10])[cH:17][cH:16]2)[cH:3][cH:4][c:5]([C:6]#[N:7])[cH:8][cH:9]1.